From a dataset of the Open Reaction Database (ORD), a public repository of structured organic reaction records. describe an organic reaction: reactants, conditions, products, and yield Reactants: C([O-])([O-])=O.[K+].[K+] (potassium carbonate), C(C)OC(=O)C=1C(C=2C=C3C(=NC2N(C1)C)C(=C(C(=C3)F)F)F)=O (3-ethoxycarbonyl-7,8,9-trifluoro-1-methyl-4-oxo-1,4-dihydro-benzo[b][1,8]naphthyridine), CC1NCCNC1 (2-methylpiperazine), O (water), ice. Solvent: CS(=O)C (dimethyl sulphoxide). Reaction conditions: time 2 hour. Product: C(C)OC(=O)C=1C(C=2C=C3C(=NC2N(C1)C)C(=C(C(=C3)F)N3CC(NCC3)C)F)=O ((RS)-3-ethoxycarbonyl-7,9-difluoro-1-methyl-8-(3-methyl-1-piperazinyl)-4-oxo-1,4-dihydro-benzo[ b][1,8]naphthyridine). The yield is 64.6%. RXN SMILES: [CH2:1]([O:3][C:4]([C:6]1[C:7](=[O:24])[C:8]2[CH:9]=[C:10]3[CH:20]=[C:19]([F:21])[C:18](F)=[C:17]([F:23])[C:11]3=[N:12][C:13]=2[N:14]([CH3:16])[CH:15]=1)=[O:5])[CH3:2].[CH3:25][CH:26]1[CH2:31][NH:30][CH2:29][CH2:28][NH:27]1.O.C(=O)([O-])[O-].[K+].[K+]>CS(C)=O>[CH2:1]([O:3][C:4]([C:6]1[C:7](=[O:24])[C:8]2[CH:9]=[C:10]3[CH:20]=[C:19]([F:21])[C:18]([N:30]4[CH2:29][CH2:28][NH:27][CH:26]([CH3:25])[CH2:31]4)=[C:17]([F:23])[C:11]3=[N:12][C:13]=2[N:14]([CH3:16])[CH:15]=1)=[O:5])[CH3:2] |f:3.4.5|. Reported procedure: A suspension of 2 g of 3-ethoxycarbonyl-7,8,9-trifluoro-1-methyl-4-oxo-1,4-dihydro-benzo[b][1,8]naphthyridine in 30 cm3 of dimethyl sulphoxide and 5 g of 2-methylpiperazine is heated at a temperature close to 100° C., with stirring, for 2 hours. The solution obtained is poured, at this temperature, with stirring, into a mixture of 150 cm3 of water and 50 g of ice. 5 g of potassium carbonate are added at about 20° C. and the mixture is extracted with 3 times 50 cm3 of trichloromethane. The combin... Reactants: CC=1NC(=C([C@@H](C1C(=O)O)C1=C(C(=CC=C1)Cl)Cl)CC(=O)O)C ((4S)-1,4-dihydro-2,6-dimethyl-4-(2',3'-dichorophenyl)-5-carboxymethyl-3-pyridinecarboxylic acid), C([O-])(O)=O.[Na+] (sodium bicarbonate), CN(C)C=O (DMF), C(CCC)(=O)OCCl (chloromethyl butyrate). Conditions: temperature 80 celsius. Yields the product ClC1=C(C=CC=C1Cl)[C@H]1C(=C(NC(=C1C(=O)OC)C)C)C(=O)OCOC(CCC)=O ((4R)-Butyroxymethyl methyl 4-(2',3'-dichlorophenyl)-2,6-dimethyl-1,4-dihydropyridine-3,5-dicarboxylate). Isolated yield 42.0%. RXN SMILES: [CH3:1][C:2]1[NH:3][C:4]([CH3:23])=[C:5]([CH2:19]C(O)=O)[C@H:6]([C:11]2[CH:16]=[CH:15][CH:14]=[C:13]([Cl:17])[C:12]=2[Cl:18])[C:7]=1[C:8]([OH:10])=[O:9].[C:24](=O)(O)[O-:25].[Na+].[C:29]([O:34][CH2:35]Cl)(=[O:33])[CH2:30][CH2:31][CH3:32].CN(C=[O:41])C>>[Cl:18][C:12]1[C:13]([Cl:17])=[CH:14][CH:15]=[CH:16][C:11]=1[C@@H:6]1[C:5]([C:19]([O:25][CH3:24])=[O:41])=[C:4]([CH3:23])[NH:3][C:2]([CH3:1])=[C:7]1[C:8]([O:10][CH2:35][O:34][C:29](=[O:33])[CH2:30][CH2:31][CH3:32])=[O:9] |f:1.2|. Procedure details: To a stirred mixture of (4S)-1,4-dihydro-2,6-dimethyl-4-(2',3'-dichorophenyl)-5-carboxymethyl-3-pyridinecarboxylic acid (2.0 g, 5.61 mmol) and sodium bicarbonate (0.96 g, 11.4 mmol) in DMF (100 ml) under nitrogen atmosphere was added chloromethyl butyrate (1.16 g, 8.5 mmol). The reaction mixture was heated at 80° C. for 23 h. Workup by filtration followed by evaporation of solvent. The crude residue was dissolved in dichloromethane and washed with sodium bicarbonatesolution. The organic phase wa... The reactants are C(CC)C1CC(CC(C1)=O)=O (5-propyl-1,3-cyclohexanedione), C1(=CC=C(C=C1)S(=O)(=O)N=C=O)C (p-toluenesulfonylisocyanate). Solvent: C1=CC=CC=C1 (benzene). Product: C(CC)C1CC(C(C(C1)=O)C(NS(=O)(=O)C1=CC=C(C=C1)C)=O)=O (5-PROPYL-2-(N-p-TOLUENESULFONYLCARBAMOYL)-1,3-CYCLOHEXANEDIONE). As a reaction SMILES: [CH2:1]([CH:4]1[CH2:9][C:8](=[O:10])[CH2:7][C:6](=[O:11])[CH2:5]1)[CH2:2][CH3:3].[C:12]1([CH3:24])[CH:17]=[CH:16][C:15]([S:18]([N:21]=[C:22]=[O:23])(=[O:20])=[O:19])=[CH:14][CH:13]=1>C1C=CC=CC=1>[CH2:1]([CH:4]1[CH2:5][C:6](=[O:11])[CH:7]([C:22](=[O:23])[NH:21][S:18]([C:15]2[CH:16]=[CH:17][C:12]([CH3:24])=[CH:13][CH:14]=2)(=[O:19])=[O:20])[C:8](=[O:10])[CH2:9]1)[CH2:2][CH3:3]. Reported procedure: Reaction of equimolar amounts of 5-propyl-1,3-cyclohexanedione with p-toluenesulfonylisocyanate in benzene according to the procedure of Example 1 affords 5-PROPYL-2-(N-p-TOLUENESULFONYLCARBAMOYL)-1,3-CYCLOHEXANEDIONE, m.p. 132.5°-133.5° C. (corr.). Starting materials: C(C)(=O)NCC1=CC=C(O1)C=1N=C(SC1)NC(=S)N (4-(5-acetylaminomethylfuran-2-yl)-2-thioureidothiazole), CI (methyl iodide). The solvent is CO (methanol). The product is I.C(C)(=O)NCC1=CC=C(O1)C=1N=C(SC1)NC(SC)=N (4-(5-acetylaminomethylfuran-2-yl)-2-(2-methylisothioureido)thiazole hydriodide). Isolated yield 84.3%. As a reaction SMILES: [C:1]([NH:4][CH2:5][C:6]1[O:10][C:9]([C:11]2[N:12]=[C:13]([NH:16][C:17]([NH2:19])=[S:18])[S:14][CH:15]=2)=[CH:8][CH:7]=1)(=[O:3])[CH3:2].[CH3:20][I:21]>CO>[IH:21].[C:1]([NH:4][CH2:5][C:6]1[O:10][C:9]([C:11]2[N:12]=[C:13]([NH:16][C:17](=[NH:19])[S:18][CH3:20])[S:14][CH:15]=2)=[CH:8][CH:7]=1)(=[O:3])[CH3:2] |f:3.4|. Procedure details: A suspension of 4-(5-acetylaminomethylfuran-2-yl)-2-thioureidothiazole (12.6 g) and methyl iodide (7.2 g) in methanol (200 ml) was refluxed for 5.5 hours. The solvent was removed under reduced pressure. The residue was washed with ethyl acetate to afford 4-(5-acetylaminomethylfuran-2-yl)-2-(2-methylisothioureido)thiazole hydriodide (15.7 g). The reactants are C1(=CC=CC=C1)C(OC1CCN(CC1)CCCCN)C1=CC=CC=C1 (4-(diphenylmethoxy)-1-piperidinebutanamine), ClC=1C=CC=2N(N1)C=C(N2)C(C(=O)OCC)(C)C (ethyl 2-(6-chloroimidazo[1,2-b]pyridazin-2-yl)-2-methylpropionate), C([O-])(O)=O.[Na+] (sodium bicarbonate). Run at time 4 hour. Yields the product C1(=CC=CC=C1)C(OC1CCN(CC1)CCCCNC=1C=CC=2N(N1)C=C(N2)C(C(=O)O)(C)C)C2=CC=CC=C2 (2-[6-[4-[4-(Diphenylmethoxy)piperidino]butylamino]imidazo[1,2-b]pyridazin-2-yl]-2-methylpropionic Acid). The yield is 21.7%. Reaction SMILES: [C:1]1([CH:7]([C:20]2[CH:25]=[CH:24][CH:23]=[CH:22][CH:21]=2)[O:8][CH:9]2[CH2:14][CH2:13][N:12]([CH2:15][CH2:16][CH2:17][CH2:18][NH2:19])[CH2:11][CH2:10]2)[CH:6]=[CH:5][CH:4]=[CH:3][CH:2]=1.Cl[C:27]1[CH:28]=[CH:29][C:30]2[N:31]([CH:33]=[C:34]([C:36]([CH3:43])([CH3:42])[C:37]([O:39]CC)=[O:38])[N:35]=2)[N:32]=1.C(=O)(O)[O-].[Na+]>>[C:20]1([CH:7]([C:1]2[CH:2]=[CH:3][CH:4]=[CH:5][CH:6]=2)[O:8][CH:9]2[CH2:14][CH2:13][N:12]([CH2:15][CH2:16][CH2:17][CH2:18][NH:19][C:27]3[CH:28]=[CH:29][C:30]4[N:31]([CH:33]=[C:34]([C:36]([CH3:43])([CH3:42])[C:37]([OH:39])=[O:38])[N:35]=4)[N:32]=3)[CH2:11][CH2:10]2)[CH:21]=[CH:22][CH:23]=[CH:24][CH:25]=1 |f:2.3|. Procedure details: 1.56 g of 4-(diphenylmethoxy)-1-piperidinebutanamine and 617 mg of ethyl 2-(6-chloroimidazo[1,2-b]pyridazin-2-yl)-2-methylpropionate were stirred at 185° C. for 3 hours. After cooling, aqueous sodium bicarbonate was added, followed by extraction with ethyl acetate; the extract was washed with saturated saline, dried over magnesium sulfate and concentrated under reduced pressure. The residue was subjected to silica gel column chromatography and eluted with ethyl acetate:methanol:triethylamine (50... Starting materials: C(C)(C)(C)OC(=O)N1CC(CC1)OC1=C(C=C(C=C1)Cl)C=O (3-(4-chloro-2-formyl-phenoxy)-pyrrolidine-1-carboxylic acid tert-butyl ester), C1=CC(=CC(=C1)Cl)C(=O)OO (m-CPBA). The solvent is C(Cl)Cl (CH2Cl2), C(Cl)Cl (CH2Cl2). Reaction conditions: time 18 hour. Yields the product C(C)(C)(C)OC(=O)N1CC(CC1)OC1=C(C=C(C=C1)Cl)O (3-(4-chloro-2-hydroxy-phenoxy)-pyrrolidine-1-carboxylic acid tert-butyl ester). As a reaction SMILES: [C:1]([O:5][C:6]([N:8]1[CH2:12][CH2:11][CH:10]([O:13][C:14]2[CH:19]=[CH:18][C:17]([Cl:20])=[CH:16][C:15]=2C=O)[CH2:9]1)=[O:7])([CH3:4])([CH3:3])[CH3:2].C1C=C(Cl)C=C(C(OO)=[O:31])C=1>C(Cl)Cl>[C:1]([O:5][C:6]([N:8]1[CH2:12][CH2:11][CH:10]([O:13][C:14]2[CH:19]=[CH:18][C:17]([Cl:20])=[CH:16][C:15]=2[OH:31])[CH2:9]1)=[O:7])([CH3:4])([CH3:3])[CH3:2]. Procedure details: To a CH2Cl2 (25 mL) solution of the title compound of Step A (1.4 g, 4.3 mmol) was added 77% m-CPBA (1.4 g, 6.2 mmol). After 18 h, additional CH2Cl2 was added and the reaction washed with saturated NaHCO3 (aq.) and 10% Na2S2O5 until KI paper negative. The combined organic layers were dried then treated with MeOH (25 mL) and 1N NaOH (25 mL). After 15 h, the reaction was acidified with 1M KHSO4 then extracted with EtOAc (2×). The combined organic layers were washed with brine and dried to give the...